Dataset: the Open Reaction Database (ORD), a public repository of structured organic reaction records. Task: describe an organic reaction: reactants, conditions, products, and yield The reactants are CC(C)S(N)(=O)=O, CCC(=C(c1ccccc1)c1ccc(C=CC(=O)O)cc1)c1ccccc1. Yields the product CCC(=C(c1ccccc1)c1ccc(C=CC(=O)NS(=O)(=O)C(C)C)cc1)c1ccccc1. As a reaction SMILES: [CH:28]([CH3:29])([CH3:30])[S:31](=[O:32])(=[O:33])[NH2:34].[c:1]1([C:7](=[C:8]([CH2:9][CH3:10])[c:11]2[cH:12][cH:13][cH:14][cH:15][cH:16]2)[c:17]2[cH:18][cH:19][c:20]([CH:23]=[CH:24][C:25](=[O:26])[OH:27])[cH:21][cH:22]2)[cH:2][cH:3][cH:4][cH:5][cH:6]1>>[c:1]1([C:7](=[C:8]([CH2:9][CH3:10])[c:11]2[cH:12][cH:13][cH:14][cH:15][cH:16]2)[c:17]2[cH:18][cH:19][c:20]([CH:23]=[CH:24][C:25](=[O:26])[NH:34][S:31]([CH:28]([CH3:29])[CH3:30])(=[O:32])=[O:33])[cH:21][cH:22]2)[cH:2][cH:3][cH:4][cH:5][cH:6]1. Starting materials: L-(menthoxyacetylamino)ethene, C(C)=O (acetaldehyde), L-menthoxyacetamide, CO (methanol), N1=CC=CC=C1 (pyridine), L-(menthoxyacetylamino)ethene. The solvent is C1CCOC1 (THF). Reaction conditions: temperature 250 celsius. Yields the product N[C@@H](C)C(=O)O (L-alanine), N[C@H](C)C(=O)O (D-alanine). Reaction SMILES: C(=[O:3])C.[CH3:4][OH:5].[N:6]1C=CC=[CH:8][CH:7]=1>C1COCC1>[NH2:6][C@H:7]([C:4]([OH:3])=[O:5])[CH3:8].[NH2:6][C@@H:7]([C:4]([OH:3])=[O:5])[CH3:8]. Procedure details: 0.10 mol of acetaldehyde and 0.20 mol of L-menthoxyacetamide are heated together at 100° C. with stirring, and the product solid is heated in a sublimator at 250° C. and 1 mm Hg until formation of the enamide L-(menthoxyacetylamino)ethene is complete. A 70 mL stainless steel high pressure reactor fitted with a Pyrex glass liner and magnetic stir bar is charged with THF (5 mL), methanol (20 μL, 0.5 mmol), Co2 (CO)8 (0.05 mmol), pyridine (0.25 mmol,) and L-(menthoxyacetylamino)ethene (0.5 mmol.) T... The reactants are CC(C)(C)n1ncc(Br)c(Br)c1=O, Cl, [Na+], O, [SH-]. Yields the product CC(C)(C)n1ncc(S)c(Br)c1=O. RXN SMILES: [C:1]([CH3:2])([CH3:3])([CH3:4])[n:5]1[n:6][cH:7][c:8]([Br:13])[c:9]([Br:12])[c:10]1=[O:11].[ClH:16].[Na+:15].[OH2:17].[SH-:14]>>[C:1]([CH3:2])([CH3:3])([CH3:4])[n:5]1[n:6][cH:7][c:8]([SH:14])[c:9]([Br:12])[c:10]1=[O:11]. The reactants are ClC1=CC=C(C=C1)C(=O)C1=C(SC=C1)C1=NN=CN1 ((4-chlorophenyl)[2-(4H-1,2,4-triazol-3-yl)-3-thienyl]methanone), O1CCCC1 (tetrahydrofuran), O1CCCC=C1 (dihydropyran), O.C1(=CC=C(C=C1)S(=O)(=O)O)C (p-toluenesulfonic acid monohydrate). Conditions: time 3 hour. Yields the product ClC1=CC=C(C=C1)C(=O)C1=C(SC=C1)C1=NN(C=N1)C1OCCCC1 ((4-chlorophenyl)(2-(1-(tetrahydro-2H-pyran-2-yl)-1H-1,2,4-triazol-3-yl)thiophen-3-yl)methanone). RXN SMILES: [Cl:1][C:2]1[CH:7]=[CH:6][C:5]([C:8]([C:10]2[CH:14]=[CH:13][S:12][C:11]=2[C:15]2[NH:19][CH:18]=[N:17][N:16]=2)=[O:9])=[CH:4][CH:3]=1.O1CCCC1.[O:25]1[CH:30]=[CH:29][CH2:28][CH2:27][CH2:26]1.O.C1(C)C=CC(S(O)(=O)=O)=CC=1>>[Cl:1][C:2]1[CH:7]=[CH:6][C:5]([C:8]([C:10]2[CH:14]=[CH:13][S:12][C:11]=2[C:15]2[N:19]=[CH:18][N:17]([CH:26]3[CH2:27][CH2:28][CH2:29][CH2:30][O:25]3)[N:16]=2)=[O:9])=[CH:4][CH:3]=1 |f:3.4|. Reported procedure: In a 500 mL, round bottomed flask, (4-chlorophenyl)[2-(4H-1,2,4-triazol-3-yl)-3-thienyl]methanone (16.89 g, 58.29 mmol) was dissolved in tetrahydrofuran (500.0 mL, 6164 mmol). To the solution were added dihydropyran (31.9 mL, 3.50E2 mmol) and p-toluenesulfonic acid monohydrate (16.6 g, 87.4 mmol). The mixture was stirred for 3 h at rt. The reaction was quenched by the addition of saturated aqueous solution of sodium bicarbonate (200 mL). The aqueous phase was separated and then extracted with Et... Reactants: CC(C)O (2-propanol), Cl (HCl), ClC1=NC(=CC=2N1C=CN2)C2=CC(=C(C=C2)OC)OC (5-chloro-7-(3,4-dimethoxyphenyl)imidazo[1,2-c]pyrimidine), NC1=CC=C(C#N)C=C1 (4-aminobenzonitrile). Solvent: O (H2O). Reaction conditions: temperature 87.5 celsius, time 8 hour. The product is desired product, COC=1C=C(C=CC1OC)C1=CC=2N(C(=N1)NC1=CC=C(C#N)C=C1)C=CN2 (4-[7-(3,4-dimethoxy-phenyl)-imidazo[1,2-c]pyrimidin-5-ylamino]-benzonitrile). As a reaction SMILES: Cl[C:2]1[N:7]2[CH:8]=[CH:9][N:10]=[C:6]2[CH:5]=[C:4]([C:11]2[CH:16]=[CH:15][C:14]([O:17][CH3:18])=[C:13]([O:19][CH3:20])[CH:12]=2)[N:3]=1.[NH2:21][C:22]1[CH:29]=[CH:28][C:25]([C:26]#[N:27])=[CH:24][CH:23]=1.CC(O)C.Cl>O>[CH3:20][O:19][C:13]1[CH:12]=[C:11]([C:4]2[N:3]=[C:2]([NH:21][C:22]3[CH:29]=[CH:28][C:25]([C:26]#[N:27])=[CH:24][CH:23]=3)[N:7]3[CH:8]=[CH:9][N:10]=[C:6]3[CH:5]=2)[CH:16]=[CH:15][C:14]=1[O:17][CH3:18]. Procedure: To the suspension of 5-chloro-7-(3,4-dimethoxyphenyl)imidazo[1,2-c]pyrimidine (57.94 mg, 0.2 mmol) and 4-aminobenzonitrile (35.44 mg, 0.3 mmol) in the mixture of 2.5 ml 2-propanol and 1.5 ml H2O was added conc.HCl. Then the mixture was stirred at 85 to 90° C. overnight, and cooled to room temperature. The produced solid was collected by filtration and purified by preparative TLC to give the desired product of 4-[7-(3,4-dimethoxy-phenyl)-imidazo[1,2-c]pyrimidin-5-ylamino]-benzonitrile. (38 mg, 51...